This data is from the Open Reaction Database (ORD), a public repository of structured organic reaction records. The task is: describe an organic reaction: reactants, conditions, products, and yield The reactants are C=O (formaldehyde), C(C)(=O)O[BH-](OC(C)=O)OC(C)=O.[Na+] (sodium triacetoxyborohydride), N1CCC(CC1)C1=CC=C(C=N1)NC1=NC=C(C(=N1)CCC1=C(C=CC=C1)C(C(=O)N)C)C(F)(F)F (2-(2-(2-(2-((6-(Piperidin-4-yl)pyridin-3-yl)amino)-5-(trifluoromethyl)pyrimidin-4-yl)ethyl)phenyl)propanamide). Solvent: CO (MeOH). Run at time 3 hour. Product: CN1CCC(CC1)C1=CC=C(C=N1)NC1=NC=C(C(=N1)CCC1=C(C=CC=C1)C(C(=O)N)C)C(F)(F)F (2-(2-(2-(2-((6-(1-Methylpiperidin-4-yl)pyridin-3-yl)amino)-5-(trifluoromethyl)pyrimidin-4-yl)ethyl)phenyl)propanamide). Isolated yield 30.0%. As a reaction SMILES: [NH:1]1[CH2:6][CH2:5][CH:4]([C:7]2[N:12]=[CH:11][C:10]([NH:13][C:14]3[N:19]=[C:18]([CH2:20][CH2:21][C:22]4[CH:27]=[CH:26][CH:25]=[CH:24][C:23]=4[CH:28]([CH3:32])[C:29]([NH2:31])=[O:30])[C:17]([C:33]([F:36])([F:35])[F:34])=[CH:16][N:15]=3)=[CH:9][CH:8]=2)[CH2:3][CH2:2]1.C=O.[C:39](O[BH-](OC(=O)C)OC(=O)C)(=O)C.[Na+]>CO>[CH3:39][N:1]1[CH2:6][CH2:5][CH:4]([C:7]2[N:12]=[CH:11][C:10]([NH:13][C:14]3[N:19]=[C:18]([CH2:20][CH2:21][C:22]4[CH:27]=[CH:26][CH:25]=[CH:24][C:23]=4[CH:28]([CH3:32])[C:29]([NH2:31])=[O:30])[C:17]([C:33]([F:34])([F:36])[F:35])=[CH:16][N:15]=3)=[CH:9][CH:8]=2)[CH2:3][CH2:2]1 |f:2.3|. Procedure details: To a mixture of 2-(2-(2-(2-((6-(piperidin-4-yl)pyridin-3-yl)amino)-5-(trifluoromethyl)pyrimidin-4-yl)ethyl)phenyl)propanamide 62 (0.064 g, 0.13 mmol) in anhydrous MeOH (2.0 mL) was added 37% aqueous formaldehyde (0.04 mL, 0.5 mmol) and sodium triacetoxyborohydride (0.138 g, 0.649 mmol). The mixture was stirred for 3 hours at room temperature under a nitrogen atmosphere and then quenched by the addition of sat. aq. NaHCO3 (30 mL). The aqueous phase was extracted with EtOAc (2×20 mL), the combined... The reactants are C(=O)(OC(C)(C)C)N1CCNCC1 (N-Boc-piperazine), CC(COC1=C(C=C(C=O)C=C1)OC)C (4-(2-methylpropyloxy)-3-methoxybenzaldehyde), [BH-](OC(=O)C)(OC(=O)C)OC(=O)C.[Na+] (NaBH(OAc)3). Run in C(=O)(O)[O-].[Na+] (NaHCO3). Reaction conditions: temperature 20 celsius, time 12 hour. Yields the product C(C)(C)(C)OC(=O)N1CCN(CC1)CC1=CC(=C(C=C1)OCC(C)C)OC (N-(tert-butyloxycarbonyl)-N′-(4-(2-methylpropyloxy)-3-methoxy-benzyl)piperazine). As a reaction SMILES: [C:1]([N:8]1[CH2:13][CH2:12][NH:11][CH2:10][CH2:9]1)([O:3][C:4]([CH3:7])([CH3:6])[CH3:5])=[O:2].[CH3:14][CH:15]([CH3:28])[CH2:16][O:17][C:18]1[CH:25]=[CH:24][C:21]([CH:22]=O)=[CH:20][C:19]=1[O:26][CH3:27].[BH-](OC(C)=O)(OC(C)=O)OC(C)=O.[Na+]>C([O-])(O)=O.[Na+]>[C:4]([O:3][C:1]([N:8]1[CH2:9][CH2:10][N:11]([CH2:22][C:21]2[CH:24]=[CH:25][C:18]([O:17][CH2:16][CH:15]([CH3:14])[CH3:28])=[C:19]([O:26][CH3:27])[CH:20]=2)[CH2:12][CH2:13]1)=[O:2])([CH3:7])([CH3:6])[CH3:5] |f:2.3,4.5|. Reported procedure: The synthesis is carried out in argon condition. 2.2 g (11.8 mmol) of N-Boc-piperazine and 2.5 g (about 12 mmol) of crude 4-(2-methylpropyloxy)-3-methoxybenzaldehyde are mixed in 50 ml of dry of dichloromethane. After dissolution 2 drops of acetic acid is added, then 4.25 g (20 mmol) of NaBH(OAc)3 is added and the mixture is stirred for 12 h at 20° C. Then 20 ml of 5% NaHCO3 aqueous solution is added dropwise with care to the reaction mixture. The organic layer is separated, washed with 5% Na2CO... RXN SMILES: [C:1]1([CH2:7][CH2:8][C:9](=O)[C:10]([O:12][CH2:13][CH3:14])=[O:11])[CH:6]=[CH:5][CH:4]=[CH:3][CH:2]=1.[C:16]([O:20][C:21](=[O:24])[NH:22][NH2:23])([CH3:19])([CH3:18])[CH3:17].C([BH3-])#N.[Na+]>C1COCC1>[C:10]([CH:9]([NH:23][NH:22][C:21]([O:20][C:16]([CH3:19])([CH3:18])[CH3:17])=[O:24])[CH2:8][CH2:7][C:1]1[CH:6]=[CH:5][CH:4]=[CH:3][CH:2]=1)([O:12][CH2:13][CH3:14])=[O:11] |f:2.3|. Yields the product C(=O)(OCC)C(CCC1=CC=CC=C1)NNC(=O)OC(C)(C)C (N-(1-carboethoxy-3-phenylpropyl)-N'-BOC-hydrazine). The solvent is C1CCOC1 (THF). Conditions: time 4 hour. Reactants: C1(=CC=CC=C1)CCC(C(=O)OCC)=O (ethyl 4-phenyl-2-oxobutanoate), C(C)(C)(C)OC(NN)=O (t-butylcarbazate), C(#N)[BH3-].[Na+] (Sodium cyanoborohydride). Procedure: A solution of ethyl 4-phenyl-2-oxobutanoate (2.06 g; 10 mmol) and t-butylcarbazate (1.32 g; 10 mmol) in THF (50 ml) can be warmed at reflux for 8 hours. Solvent can be evaporated and the residue taken up in anhydrous ethanol (25 ml). Sodium cyanoborohydride (0.31 g; 5 mmol) can be added, and the solution stirred for 4 hrs. The residue, after evaporation, can be stirred with EtOAc (50 ml) and hydrochloric acid (0.5 N: 20 ml) for 30 minutes. The aqueous layer can be neutralized by addition of K2CO... Starting materials: OCCCOCCCO (HO(CH2)3O(CH2)3OH), FC(=O)C(F)(C(F)(F)F)C(F)(F)F (FCOCF(CF3)2). Conditions: time 7 hour. The product is C(F)(C(F)(F)F)(C(F)(F)F)C(=O)OCCCOCCCOC(=O)C(F)(C(F)(F)F)C(F)(F)F ((CF3)2CFCOO(CH2)3O(CH2)3OCOCF(CF3)2). The yield is 92.1%. As a reaction SMILES: [OH:1][CH2:2][CH2:3][CH2:4][O:5][CH2:6][CH2:7][CH2:8][OH:9].F[C:11]([C:13]([C:19]([F:22])([F:21])[F:20])([C:15]([F:18])([F:17])[F:16])[F:14])=[O:12]>>[C:13]([C:11]([O:1][CH2:2][CH2:3][CH2:4][O:5][CH2:6][CH2:7][CH2:8][O:9][C:11]([C:13]([C:15]([F:16])([F:17])[F:18])([C:19]([F:20])([F:22])[F:21])[F:14])=[O:12])=[O:12])([C:19]([F:22])([F:21])[F:20])([C:15]([F:18])([F:17])[F:16])[F:14]. Procedure: HO(CH2)3O(CH2)3OH (10 g) was loaded into an autoclave and stirred in a sealed state, and FCOCF(CF3)2 (36.95 g) was fed over 7 hours at room temperature with occasional pauses for bubbling with nitrogen gas under unsealed conditions. After the feeding, the reaction solution was stirred at room temperature for 1 hour and bubbled with nitrogen gas under unsealed conditions. The reaction solution was neutralized with saturated aqueous NaHCO3 (100 mL) and extracted with R-225 (100 mL) in twice. The o...